From a dataset of the Open Reaction Database (ORD), a public repository of structured organic reaction records. describe an organic reaction: reactants, conditions, products, and yield The reactants are [OH-].[Li+] (Lithium hydroxide), COC1=C(C(=O)OC)C=C(C=C1)C=O (methyl 2-methoxy-5-formylbenzoate), powder, Cl (HCl). Solvent: O (water), O1CCCC1 (tetrahydrofuran), CO (methanol). Reaction conditions: time 8 hour. Yields the product COC1=C(C(=O)O)C=C(C=C1)C=O (2-Methoxy-5-formylbenzoic acid). RXN SMILES: [OH-].[Li+].[CH3:3][O:4][C:5]1[CH:14]=[CH:13][C:12]([CH:15]=[O:16])=[CH:11][C:6]=1[C:7]([O:9]C)=[O:8].Cl>O.O1CCCC1.CO>[CH3:3][O:4][C:5]1[CH:14]=[CH:13][C:12]([CH:15]=[O:16])=[CH:11][C:6]=1[C:7]([OH:9])=[O:8] |f:0.1|. Procedure: Lithium hydroxide (1.04 g, 0.043 mol, 3 eq) in water (10 mL) was added to a stirred solution of methyl 2-methoxy-5-formylbenzoate (2.8 g, 0.014 mol, 1 eq) in a mixture of tetrahydrofuran (30 mL) and methanol (20 mL). The solution was stirred overnight, acidified to pH 1 with 10% HCl and the organic solvents removed in vacuo. The aqueous solution was extracted with ethyl acetate (100 mL) and the organic solution washed with brine (100 mL), then extracted with saturated aqueous sodium bicarbonate ...